Dataset: the Open Reaction Database (ORD), a public repository of structured organic reaction records. Task: describe an organic reaction: reactants, conditions, products, and yield Reactants: C(=O)C1=C(C=C(C#N)C=C1)OC (4-Formyl-3-methoxybenzonitrile), S1C(=NC2=C1CCCC2)CC(=O)C (1-(4,5,6,7-Tetrahydro-1,3-benzothiazol-2-yl)acetone), N\C(=C/C#N)\C (3-aminocrotononitrile). The solvent is C(C)(C)O (isopropanol). Run at time 8 hour. Product: C(#N)C1=CC(=C(C=C1)C1C(=C(NC(=C1C=1SC2=C(N1)CCCC2)C)C)C#N)OC (4-(4-Cyano-2-methoxyphenyl)-2,6-dimethyl-5-(4,5,6,7-tetrahydro-1,3-benzothiazol-2-yl)-1,4-dihydropyridine-3-carbonitrile). Reaction SMILES: [CH:1]([C:3]1[CH:10]=[CH:9][C:6]([C:7]#[N:8])=[CH:5][C:4]=1[O:11][CH3:12])=O.[S:13]1[C:17]2[CH2:18][CH2:19][CH2:20][CH2:21][C:16]=2[N:15]=[C:14]1[CH2:22][C:23]([CH3:25])=O.[NH2:26]/[C:27](/[CH3:31])=[CH:28]\[C:29]#[N:30]>C(O)(C)C>[C:7]([C:6]1[CH:9]=[CH:10][C:3]([CH:1]2[C:22]([C:14]3[S:13][C:17]4[CH2:18][CH2:19][CH2:20][CH2:21][C:16]=4[N:15]=3)=[C:23]([CH3:25])[NH:26][C:27]([CH3:31])=[C:28]2[C:29]#[N:30])=[C:4]([O:11][CH3:12])[CH:5]=1)#[N:8]. Reported procedure: 150 mg (0.931 mmol) of the compound from example 3A, 181 mg (0.931 mmol) of the compound from example 19A and 76 mg (0.931 mmol) of 3-aminocrotononitrile are dissolved in 4 ml of isopropanol and stirred at the reflux temperature overnight. After cooling to room temperature, the volatile components are removed in a rotary evaporator, and the crude product is taken up in 3 ml of ethyl acetate. The crystallizing solid is removed by filtration. The precipitate obtained in this way is washed with hot... Starting materials: BrCC(CO)(CO)CBr (2,2-bis(bromomethyl)propane-1,3-diol), C([O-])(O)=O.[K+] (potassium bicarbonate), S(=O)(=O)(OC)OC (dimethyl sulphate), C([O-])(O)=O.[Na+] (sodium bicarbonate). Reaction conditions: temperature 100 celsius, time 30 minute. Yields the product BrCC(CBr)(COC)COC (1,3-Dibromo-2,2-bis(methoxymethyl)propane). The yield is 22.6%. As a reaction SMILES: [Br:1][CH2:2][C:3]([CH2:8][Br:9])([CH2:6]O)[CH2:4][OH:5].[C:10](=[O:13])(O)[O-].[K+].S(OC)(O[CH3:19])(=O)=O.C(=O)(O)[O-].[Na+]>>[Br:1][CH2:2][C:3]([CH2:6][O:13][CH3:10])([CH2:4][O:5][CH3:19])[CH2:8][Br:9] |f:1.2,4.5|. Procedure details: To 2,2-bis(bromomethyl)propane-1,3-diol (100 g) was added potassium bicarbonate (80 g) and dimethyl sulphate (170 g). The mixture was stirred and heated to 100° C. After about 30 minutes at this temperature the reaction became very vigorous (Care!). After a further 2 hours heating and stirring the mixture had become very viscous. The mixture was cooled, made slightly basic by the addition of sodium bicarbonate, and then extracted with chloroform (4×200 cm3). The chloroform extracts were combined... Reactants: C1COCCO1, CCOC(C)=O, COC(=O)CCC(COC(=O)Nc1cc2cc(F)ccc2cn1)N(C)C(=O)NCc1cccc(F)c1Cl, Cl, [Li+], [OH-]. Yields the product CN(C(=O)NCc1cccc(F)c1Cl)C(CCC(=O)O)COC(=O)Nc1cc2cc(F)ccc2cn1. Reaction SMILES: [CH2:41]1[O:42][CH2:43][CH2:44][O:45][CH2:46]1.[CH3:47][CH2:48][O:49][C:50]([CH3:51])=[O:52].[Cl:1][c:2]1[c:3]([CH2:4][NH:5][C:6]([N:7]([CH3:8])[CH:9]([CH2:10][CH2:11][C:12](=[O:13])[O:14][CH3:15])[CH2:16][O:17][C:18]([NH:19][c:20]2[n:21][cH:22][c:23]3[cH:24][cH:25][c:26]([F:30])[cH:27][c:28]3[cH:29]2)=[O:31])=[O:32])[cH:33][cH:34][cH:35][c:36]1[F:37].[ClH:40].[Li+:39].[OH-:38]>>[Cl:1][c:2]1[c:3]([CH2:4][NH:5][C:6]([N:7]([CH3:8])[CH:9]([CH2:10][CH2:11][C:12](=[O:13])[OH:14])[CH2:16][O:17][C:18]([NH:19][c:20]2[n:21][cH:22][c:23]3[cH:24][cH:25][c:26]([F:30])[cH:27][c:28]3[cH:29]2)=[O:31])=[O:32])[cH:33][cH:34][cH:35][c:36]1[F:37]. The reactants are C(C)(=O)OC(C)=O (Acetic anhydride), C(C1=CC=CC=C1)(=O)C1=CC=CC(=[N+]1[O-])C (6-benzoyl-2-methylpyridine N-oxide). Run at time 1 hour. The product is C(C)(=O)OCC1=NC(=CC=C1)C(C1=CC=CC=C1)=O (2-(acetoxymethyl)-6-benzoylpyridine). As a reaction SMILES: [C:1]([O:4][C:5](=[O:7])[CH3:6])(=O)[CH3:2].[C:8]([C:16]1[N+:21]([O-])=C(C)[CH:19]=[CH:18][CH:17]=1)(=[O:15])[C:9]1[CH:14]=[CH:13][CH:12]=[CH:11][CH:10]=1>>[C:5]([O:4][CH2:1][C:2]1[CH:19]=[CH:18][CH:17]=[C:16]([C:8](=[O:15])[C:9]2[CH:14]=[CH:13][CH:12]=[CH:11][CH:10]=2)[N:21]=1)(=[O:7])[CH3:6]. Procedure details: Acetic anhydride (6.6 ml) is heated to 115°, after which 6-benzoyl-2-methylpyridine N-oxide is added in portions over 1 hour. The mixture is then held at 115° for 1 hour after the addition. The reaction is poured onto ice and extracted with ether (3×). The combined ether phases are washed with sat. NaHCO3 (2×) and water until neutral, dried and stripped. The product is preparatory thin layer chromatographed, the least polar band giving 2-(acetoxymethyl)-6-benzoylpyridine. The reactants are C1(=O)OCC2=CC=CC=C12 (phthalide), ON1C(C=2C(C1=O)=CC=CC2)=O (N-hydroxyphthalimide), C1(=O)OCC2=CC=CC=C12 (phthalide). The solvent is C(C1=CC=CC=C1)#N (benzonitrile). Conditions: temperature 100 celsius, time 12 hour. Yields the product C1(C=2C(C(=O)O1)=CC=CC2)=O (phthalic anhydride). The yield is 46.0%. Reaction SMILES: [C:1]1([C:10]2[C:5](=[CH:6][CH:7]=[CH:8][CH:9]=2)[CH2:4][O:3]1)=[O:2].[OH:11]N1C(=O)C2=CC=CC=C2C1=O>C(#N)C1C=CC=CC=1>[C:4]1(=[O:11])[O:3][C:1](=[O:2])[C:10]2=[CH:9][CH:8]=[CH:7][CH:6]=[C:5]12. Reported procedure: A mixture of 2 mmole of phthalide, 2 mole % of N-hydroxyphthalimide relative to phthalide, and 5 ml of benzonitrile was stirred for 12 hours at 100° C. under an oxygen atmosphere. The products in the reaction mixture were analyzed by gas chromarography, and, as a result, phthalic anhydride (yield 46%) was formed. Starting materials: C, O=C(Cl)OCc1ccccc1, CCO, Cl, [H][H], [Na+], C1CCOC1, O, CC(c1ccccc1)N1CC(O)C(C)(C(=O)OC(C)(C)C)C1, O=C([O-])O, [Pd]. Product: CC(C)(C)OC(=O)C1(C)CN(C(=O)OCc2ccccc2)CC1O. As a reaction SMILES: [C:43].[CH2:29]([c:30]1[cH:31][cH:32][cH:33][cH:34][cH:35]1)[O:36][C:37](=[O:38])[Cl:39].[CH3:40][CH2:41][OH:42].[ClH:23].[H:45][H:46].[Na+:24].[O:48]1[CH2:49][CH2:50][CH2:51][CH2:52]1.[OH2:47].[OH:1][CH:2]1[C:3]([C:15](=[O:16])[O:17][C:18]([CH3:19])([CH3:20])[CH3:21])([CH3:22])[CH2:4][N:5]([CH:7]([c:8]2[cH:9][cH:10][cH:11][cH:12][cH:13]2)[CH3:14])[CH2:6]1.[OH:25][C:26](=[O:27])[O-:28].[Pd:44]>>[OH:1][CH:2]1[C:3]([C:15](=[O:16])[O:17][C:18]([CH3:19])([CH3:20])[CH3:21])([CH3:22])[CH2:4][N:5]([C:37]([O:36][CH2:29][c:30]2[cH:31][cH:32][cH:33][cH:34][cH:35]2)=[O:38])[CH2:6]1.